Dataset: the Open Reaction Database (ORD), a public repository of structured organic reaction records. Task: describe an organic reaction: reactants, conditions, products, and yield Starting materials: C1CC(NC1)C2=CC(=CC3=C2OC(=CC3=O)N4CCOCC4)C(=O)N5CCOCC5, C1=CC(=CC=C1F)Br. Reagents/catalysts: C(=O)([O-])[O-].[Cs+].[Cs+], C1CCC(CC1)P(C2CCCCC2)C3=CC=CC=C3C4=CC=CC=C4, CC(=O)O.CC(=O)O.[Pd]. The solvent is C1COCCO1. Run at temperature 100 celsius. Yields the product C1CC(N(C1)C2=CC=C(C=C2)F)C3=CC(=CC4=C3OC(=CC4=O)N5CCOCC5)C(=O)N6CCOCC6. Yield: 45.6%. Procedure: diacetoxypalladium (6.79 mg, 0.03 mmol) was added to a stirred mixture of 6-(morpholine-4-carbonyl)-2-morpholino-8-(pyrrolidin-2-yl)-4H-chromen-4-one (250 mg, 0.60 mmol), biphenyl-2-yldicyclohexylphosphine (21.19 mg, 0.06 mmol), 1-bromo-4-fluorobenzene (0.083 ml, 0.76 mmol) and cesium carbonate (296 mg, 0.91 mmol) dissolved in 1,4-dioxane (5 ml). The resulting suspension was degased with argon and then stirred at 100 °C for 15 hours.  The reaction mixture was allowed to cool to room temperature ... The reactants are CCCCNc1c(C)cccc1C, Cc1ccccc1, O=C(Cl)Cl. The product is CCCCN(C(=O)Cl)c1c(C)cccc1C. Reaction SMILES: [CH2:1]([CH2:2][CH2:3][CH3:4])[NH:5][c:6]1[c:7]([CH3:13])[cH:8][cH:9][cH:10][c:11]1[CH3:12].[CH3:18][c:19]1[cH:20][cH:21][cH:22][cH:23][cH:24]1.[Cl:14][C:15]([Cl:16])=[O:17]>>[CH2:1]([CH2:2][CH2:3][CH3:4])[N:5]([c:6]1[c:7]([CH3:13])[cH:8][cH:9][cH:10][c:11]1[CH3:12])[C:15]([Cl:14])=[O:17]. Reactants: C(C)OC(C(C=C(CBr)C1CCN(CC1)C(C)=O)NC=O)=O (4-(1-acetylpiperidin-4-yl)-5-bromo-2-formylamino-pent-3-enoic acid ethyl ester), P(OC(C)C)(OC(C)C)OC(C)C (triisopropyl phosphite). Conditions: time 18 hour. Yields the product C(C)OC(C(C=C(CP(=O)(OC(C)C)OC(C)C)C1CCN(CC1)C(C)=O)NC=O)=O (4-(1-acetylpiperidin-4-yl)-5-diisopropylphosphono-2-formylamino-pent-3-enoic acid ethyl ester). RXN SMILES: [CH2:1]([O:3][C:4](=[O:22])[CH:5]([NH:19][CH:20]=[O:21])[CH:6]=[C:7]([CH:10]1[CH2:15][CH2:14][N:13]([C:16](=[O:18])[CH3:17])[CH2:12][CH2:11]1)[CH2:8]Br)[CH3:2].[P:23]([O:32]C(C)C)([O:28][CH:29]([CH3:31])[CH3:30])[O:24][CH:25]([CH3:27])[CH3:26]>>[CH2:1]([O:3][C:4](=[O:22])[CH:5]([NH:19][CH:20]=[O:21])[CH:6]=[C:7]([CH:10]1[CH2:15][CH2:14][N:13]([C:16](=[O:18])[CH3:17])[CH2:12][CH2:11]1)[CH2:8][P:23]([O:28][CH:29]([CH3:31])[CH3:30])([O:24][CH:25]([CH3:27])[CH3:26])=[O:32])[CH3:2]. Reported procedure: 2.68 g (7.14 mmol) of 4-(1-acetylpiperidin-4-yl)-5-bromo-2-formylamino-pent-3-enoic acid ethyl ester and 7.5 ml (28.5 mmol) of triisopropyl phosphite (90%) are heated to 80° and stirred under a pressure of approximately 130 mbar for 18 hours. The excess triisopropyl phosphite is distilled off under reduced pressure and the evaporation residue is purified by chromatography on silica gel with ethyl acetate/methanol (9:1). 4-(1-acetylpiperidin-4-yl)-5-diisopropylphosphono-2-formylamino-pent-3-enoic... Product: O(C1=CC=CC=C1)CC(=O)NC1C(N(C1)C(C(=O)OC(C1=CC=CC=C1)C1=CC=CC=C1)=C(CSC1=NN=NN1C)C)=O (Benzhydryl 2-(3-phenoxyacetamido-2-oxoazetidin-1-yl)-3-methyl-4-(1-methyl-5-tetrazolylthio)-2-butenoate). RXN SMILES: [O:1]([CH2:8][C:9]([NH:11][CH:12]1[CH2:15][N:14]([C:16](=[C:33]([CH3:36])[CH2:34]Br)[C:17]([O:19][CH:20]([C:27]2[CH:32]=[CH:31][CH:30]=[CH:29][CH:28]=2)[C:21]2[CH:26]=[CH:25][CH:24]=[CH:23][CH:22]=2)=[O:18])[C:13]1=[O:37])=[O:10])[C:2]1[CH:7]=[CH:6][CH:5]=[CH:4][CH:3]=1.[CH3:38][N:39]1[C:43]([SH:44])=[N:42][N:41]=[N:40]1.C(OCC)(=O)C>C1OC1C.CN(C)C=O>[O:1]([CH2:8][C:9]([NH:11][CH:12]1[CH2:15][N:14]([C:16](=[C:33]([CH3:36])[CH2:34][S:44][C:43]2[N:39]([CH3:38])[N:40]=[N:41][N:42]=2)[C:17]([O:19][CH:20]([C:27]2[CH:32]=[CH:31][CH:30]=[CH:29][CH:28]=2)[C:21]2[CH:26]=[CH:25][CH:24]=[CH:23][CH:22]=2)=[O:18])[C:13]1=[O:37])=[O:10])[C:2]1[CH:7]=[CH:6][CH:5]=[CH:4][CH:3]=1. Solvent: C1C(C)O1 (propylene oxide), CN(C=O)C (dimethylformamide). Reported procedure: To a stirred solution of 563 mg (1 mmol) of benzhydryl 2-(3-phenoxyacetamido-2-oxoazetidin-1-yl)-3-methyl-4-bromo-2-butenoate in a mixture of 2 ml propylene oxide and 4 ml of dimethylformamide at 0° was added 128 mg (1.1 mmol) of 1-methyl-5-mercapto-1,2,3,4-tetrazole. After 1 hour at 0°, the solution was added to a large amount of ethyl acetate and washed thoroughly with brine. The ethyl acetate layer was dried and evaporated to provide the title product: nmr (CDCl3) δ 2.20 and 2.37 (s, 3, CH3),... Conditions: time 1 hour. Reactants: O(C1=CC=CC=C1)CC(=O)NC1C(N(C1)C(C(=O)OC(C1=CC=CC=C1)C1=CC=CC=C1)=C(CBr)C)=O (benzhydryl 2-(3-phenoxyacetamido-2-oxoazetidin-1-yl)-3-methyl-4-bromo-2-butenoate), C(C)(=O)OCC (ethyl acetate), CN1N=NN=C1S (1-methyl-5-mercapto-1,2,3,4-tetrazole). The reactants are O[C@H]1CN(CC1)C(=O)O ((R)-3-Hydroxypyrrolidine-1-carboxylic acid), ClC1=C(C=C(C=C1[N+](=O)[O-])C(F)(F)F)[N+](=O)[O-] (2-chloro-1,3-dinitro-5-trifluoromethylbenzene), butyl ester, resultant compound. Product: C(C)(C)(C)OC(=O)N1C[C@@H](CC1)OC1=C(C=C(C=C1[N+](=O)[O-])C(F)(F)F)[N+](=O)[O-] ((R)-3-(2,6-dinitro-4-trifluoromethylphenoxy)pyrrolidine-1-carboxylic acid tert-butyl ester). Reaction SMILES: [OH:1][C@@H:2]1[CH2:6][CH2:5][N:4]([C:7]([OH:9])=[O:8])[CH2:3]1.Cl[C:11]1[C:16]([N+:17]([O-:19])=[O:18])=[CH:15][C:14]([C:20]([F:23])([F:22])[F:21])=[CH:13][C:12]=1[N+:24]([O-:26])=[O:25]>>[C:14]([O:8][C:7]([N:4]1[CH2:5][CH2:6][C@@H:2]([O:1][C:11]2[C:16]([N+:17]([O-:19])=[O:18])=[CH:15][C:14]([C:20]([F:23])([F:22])[F:21])=[CH:13][C:12]=2[N+:24]([O-:26])=[O:25])[CH2:3]1)=[O:9])([CH3:20])([CH3:15])[CH3:13]. Procedure: deprotonating (R)-3-Hydroxypyrrolidine-1-carboxylic acid tent-butyl ester, and reacting the resultant compound with 2-chloro-1,3-dinitro-5-trifluoromethylbenzene to form (R)-3-(2,6-dinitro-4-trifluoromethylphenoxy)pyrrolidine-1-carboxylic acid tert-butyl ester; Starting materials: C([C@@H](O)[C@H](O)C(=O)O)(=O)O (d-tartaric acid), CN(C)CCC=C1C=2C=CC=CC2CCC3=C1C=CC=C3Cl (1-Chloro-amitriptyline). Run in C(C)O (ethanol). Yields the product CN(C)CCC=C1C=2C=CC=CC2CCC3=C1C=CC=C3 (amitriptyline). As a reaction SMILES: [CH3:1][N:2]([CH2:4][CH2:5][CH:6]=[C:7]1[C:17]2[CH:18]=[CH:19][CH:20]=[C:21](Cl)[C:16]=2[CH2:15][CH2:14][C:13]2[CH:12]=[CH:11][CH:10]=[CH:9][C:8]1=2)[CH3:3].C(O)(=O)[C@H]([C@@H](C(O)=O)O)O>C(O)C>[CH3:1][N:2]([CH2:4][CH2:5][CH:6]=[C:7]1[C:8]2[CH:9]=[CH:10][CH:11]=[CH:12][C:13]=2[CH2:14][CH2:15][C:16]2[CH:21]=[CH:20][CH:19]=[CH:18][C:17]1=2)[CH3:3]. Reported procedure: 1-Chloro-amitriptyline (196 mg) in 3 ml. absolute ethanol was added to an ethanolic solution of 1.1 eq. d-tartaric acid and warmed for 5-10 mins. The title compound was precipitated with ethyl ether as a white powder. After purity and identification checks, the overall yield from amitriptyline base was 32%.